describe an organic reaction: reactants, conditions, products, and yield From a dataset of the Open Reaction Database (ORD), a public repository of structured organic reaction records. The reactants are C(C)OC(=O)C1=C(OC(=C1)Cl)C (5-Chloro-2-methyl-3-furancarboxylic acid ethyl ester), [OH-].[Na+] (sodium hydroxide). Solvent: C(C)O (ethanol). Product: ClC1=CC(=C(O1)C)C(=O)O (5-chloro-2-methyl-3-furancarboxylic acid). Yield: 64.6%. As a reaction SMILES: C([O:3][C:4]([C:6]1[CH:10]=[C:9]([Cl:11])[O:8][C:7]=1[CH3:12])=[O:5])C.[OH-].[Na+]>C(O)C>[Cl:11][C:9]1[O:8][C:7]([CH3:12])=[C:6]([C:4]([OH:5])=[O:3])[CH:10]=1 |f:1.2|. Reported procedure: 2-Methyl-3-furancarboxylic acid ethyl ester (10.5 g) was dissolved in acetonitrile (50 ml), and sulfuryl chloride (5.6 ml) was added under ice-cooling. The mixture was stirred at 10° C. for 30 minutes, and 10% aqueous sodium thiosulfate (100 ml) was added. The mixture was stirred at room temperature for 2 hours, and extracted with diethyl ether. The extract was washed with saturated aqueous sodium chloride, dried over anhydrous magnesium sulfate and concentrated under reduced pressure. The resid... Starting materials: C(CCCCCC=C)OC1=CC=C(C(=O)OC)C=C1 (methyl 4-(7-octenyloxy)benzoate), [OH-].[K+] (potassium hydroxide), Cl (hydrochloric acid). The solvent is CO (methanol), O (water), O (water). Yields the product C(CCCCCC=C)OC1=CC=C(C(=O)O)C=C1 (4-(7-octenyloxy)benzoic acid). Isolated yield 86.2%. As a reaction SMILES: [CH2:1]([O:9][C:10]1[CH:19]=[CH:18][C:13]([C:14]([O:16]C)=[O:15])=[CH:12][CH:11]=1)[CH2:2][CH2:3][CH2:4][CH2:5][CH2:6][CH:7]=[CH2:8].[OH-].[K+].Cl>O.CO>[CH2:1]([O:9][C:10]1[CH:11]=[CH:12][C:13]([C:14]([OH:16])=[O:15])=[CH:18][CH:19]=1)[CH2:2][CH2:3][CH2:4][CH2:5][CH2:6][CH:7]=[CH2:8] |f:1.2|. Reported procedure: 4.9 g of compound (8) and 3.7 g of potassium hydroxide were added to a solvent mixture of 50 ml of water and 20 ml of methanol, and the mixture was refluxed for 5 hours. The reaction solution was poured to 200 ml water, and the mixture was adjusted approximately to pH 1 with concentrated hydrochloric acid. The solid matters formed therein were filtered, washed with water and dried, to obtain 4.0 g of compound (9) (Yield: 87%) The product is C(#N)C=1C=C(C=C(C1)F)C(C(C)NC(C(C)(C)OC1=NC=C(C=C1)C(F)(F)F)=O)CC1=CC=C(C=C1)OCCF (N-{2-(3-cyano-5-fluorophenyl)-3-[4-(2-fluoroethoxy)phenyl]-1-methylpropyl}-2-(5-trifluoromethyl-2-pyridyloxy)-2-methylpropanamide). Reaction conditions: temperature 70 celsius, time 0.5 hour. Reaction SMILES: [C:1]([C:3]1[CH:4]=[C:5]([CH:10]([CH2:30][C:31]2[CH:36]=[CH:35][C:34]([OH:37])=[CH:33][CH:32]=2)[CH:11]([NH:13][C:14](=[O:29])[C:15]([O:18][C:19]2[CH:24]=[CH:23][C:22]([C:25]([F:28])([F:27])[F:26])=[CH:21][N:20]=2)([CH3:17])[CH3:16])[CH3:12])[CH:6]=[C:7]([F:9])[CH:8]=1)#[N:2].C(=O)([O-])[O-].[Cs+].[Cs+].CS(O[CH2:49][CH2:50][F:51])(=O)=O>CN(C)C=O.CCOCC>[C:1]([C:3]1[CH:4]=[C:5]([CH:10]([CH2:30][C:31]2[CH:36]=[CH:35][C:34]([O:37][CH2:49][CH2:50][F:51])=[CH:33][CH:32]=2)[CH:11]([NH:13][C:14](=[O:29])[C:15]([O:18][C:19]2[CH:24]=[CH:23][C:22]([C:25]([F:28])([F:27])[F:26])=[CH:21][N:20]=2)([CH3:17])[CH3:16])[CH3:12])[CH:6]=[C:7]([F:9])[CH:8]=1)#[N:2] |f:1.2.3|. The solvent is CN(C=O)C (dimethylformamide), CCOCC (ether). Starting materials: C(#N)C=1C=C(C=C(C1)F)C(C(C)NC(C(C)(C)OC1=NC=C(C=C1)C(F)(F)F)=O)CC1=CC=C(C=C1)O (N-[2-(3-cyano-5-fluorophenyl)-3-(4-hydroxyphenyl)-1-methylpropyl]-2-(5-trifluoromethyl-2-pyridyloxy)-2-methylpropanamide), C([O-])([O-])=O.[Cs+].[Cs+] (cesium carbonate), CS(=O)(=O)OCCF (2-fluoroethyl methanesulfonate). Procedure: To a solution of N-[2-(3-cyano-5-fluorophenyl)-3-(4-hydroxyphenyl)-1-methylpropyl]-2-(5-trifluoromethyl-2-pyridyloxy)-2-methylpropanamide from Example 7, Step B (15 mg, 0.039 mmol) in 2 mL of dimethylformamide was added cesium carbonate (15 mg, 0.046 mmol) and 2-fluoroethyl methanesulfonate (20 uL, 0.16 mmol), and the reaction was stirred at 70° C. for 0.5 h. The resulting mixture was diluted with ether (20 mL), washed with water and brine and concentrated to dryness, and the residue was purifie... Starting materials: Cl.COCC(=O)OCC=N (iminoethyl methoxyacetate hydrochloride), OCC(=O)CO (1,3-dihydroxyacetone), liquid, N (ammonia), N (ammonia). Solvent: C(Cl)Cl (methylene chloride). Run at temperature 68 celsius. The product is OCC=1N=C(NC1)COC (4-Hydroxymethyl-2-methoxymethylimidazole). As a reaction SMILES: Cl.COC[C:5]([O:7][CH2:8][CH:9]=[NH:10])=O.[OH:11][CH2:12][C:13]([CH2:15]O)=O.[NH3:17]>C(Cl)Cl>[OH:11][CH2:12][C:13]1[N:17]=[C:9]([CH2:8][O:7][CH3:5])[NH:10][CH:15]=1 |f:0.1|. Procedure: A mixture of 30.6 g (0.20 mol) of iminoethyl methoxyacetate hydrochloride, 18 g (0.20 mol) of 1,3-dihydroxyacetone and 200 mL of liquid ammonia was heated to 68° C. for 3 hours in a stirred autoclave at a pressure of 27 bar (analogously to: P. Dziuron et al., Arch. Pharm. 307, 1974, p.470). Then the ammonia was eliminated and 200 mL of methylene chloride were added. The white precipitate formed was filtered off and washed with methylene chloride. The filtrate was evaporated down and the residue ... Starting materials: [Br-], CCCC[NH+](CCCC)CCCC, CN(C)c1ccccn1, ClC(Cl)Cl. Yields the product CN(C)c1ccc(Br)cn1. As a reaction SMILES: [Br-:10].[CH2:11]([NH+:12]([CH2:13][CH2:14][CH2:15][CH3:16])[CH2:17][CH2:18][CH2:19][CH3:20])[CH2:21][CH2:22][CH3:23].[CH3:1][N:2]([c:3]1[n:4][cH:5][cH:6][cH:7][cH:8]1)[CH3:9].[CH:24]([Cl:25])([Cl:26])[Cl:27]>>[CH3:1][N:2]([c:3]1[n:4][cH:5][c:6]([Br:10])[cH:7][cH:8]1)[CH3:9]. The reactants are BrC=1C=CC(=NC1)C=1NC(=CC1)C(CC1CCOCC1)C1=CC=C(C=C1)S(=O)(=O)C1CC1 (5-bromo-2-(5-{1-[4-(cyclopropylsulfonyl)phenyl]-2-(tetrahydro-2H-pyran-4-yl)ethyl}-1H-pyrrol-2-yl)pyridine), SCC(=O)OCC (ethyl sulfanylacetate). Reagents/catalysts: C=1C=CC(=CC1)[P](C=2C=CC=CC2)(C=3C=CC=CC3)[Pd]([P](C=4C=CC=CC4)(C=5C=CC=CC5)C=6C=CC=CC6)([P](C=7C=CC=CC7)(C=8C=CC=CC8)C=9C=CC=CC9)[P](C=1C=CC=CC1)(C=1C=CC=CC1)C=1C=CC=CC1 (tetrakistriphenylphosphinepalladium(0)). Solvent: C(C)(=O)OCC (ethyl acetate), CN(C=O)C (N,N-dimethylformamide). Product: C1(CC1)S(=O)(=O)C1=CC=C(C=C1)C(CC1CCOCC1)C1=CC=C(N1)C1=CC=C(C=N1)SCC(=O)OCC (Ethyl {[6-(5-{1-[4-(cyclopropylsulfonyl)phenyl]-2-(tetrahydro-2H-pyran-4-yl)ethyl}-1H-pyrrol-2-yl)pyridin-3-yl]sulfanyl}acetate). Yield: 54.0%. As a reaction SMILES: Br[C:2]1[CH:3]=[CH:4][C:5]([C:8]2[NH:9][C:10]([CH:13]([C:21]3[CH:26]=[CH:25][C:24]([S:27]([CH:30]4[CH2:32][CH2:31]4)(=[O:29])=[O:28])=[CH:23][CH:22]=3)[CH2:14][CH:15]3[CH2:20][CH2:19][O:18][CH2:17][CH2:16]3)=[CH:11][CH:12]=2)=[N:6][CH:7]=1.[SH:33][CH2:34][C:35]([O:37][CH2:38][CH3:39])=[O:36]>CN(C)C=O.C(OCC)(=O)C.C1C=CC([P]([Pd]([P](C2C=CC=CC=2)(C2C=CC=CC=2)C2C=CC=CC=2)([P](C2C=CC=CC=2)(C2C=CC=CC=2)C2C=CC=CC=2)[P](C2C=CC=CC=2)(C2C=CC=CC=2)C2C=CC=CC=2)(C2C=CC=CC=2)C2C=CC=CC=2)=CC=1>[CH:30]1([S:27]([C:24]2[CH:25]=[CH:26][C:21]([CH:13]([C:10]3[NH:9][C:8]([C:5]4[N:6]=[CH:7][C:2]([S:33][CH2:34][C:35]([O:37][CH2:38][CH3:39])=[O:36])=[CH:3][CH:4]=4)=[CH:12][CH:11]=3)[CH2:14][CH:15]3[CH2:20][CH2:19][O:18][CH2:17][CH2:16]3)=[CH:22][CH:23]=2)(=[O:29])=[O:28])[CH2:32][CH2:31]1 |^1:54,56,75,94|. Reported procedure: To a solution of 5-bromo-2-(5-{1-[4-(cyclopropylsulfonyl)phenyl]-2-(tetrahydro-2H-pyran-4-yl)ethyl}-1H-pyrrol-2-yl)pyridine (200 mg) in N,N-dimethylformamide (1 mL) were added ethyl sulfanylacetate (98 μL) and tetrakistriphenylphosphinepalladium(0) (230 mg), and the mixture was stirred using a microwave synthesis apparatus at 120° C. for 3 hr. After cooling to room temperature, the reaction mixture was diluted with ethyl acetate and washed with water. The ethyl acetate layer was washed with satu...